Dataset: the Open Reaction Database (ORD), a public repository of structured organic reaction records. Task: describe an organic reaction: reactants, conditions, products, and yield Starting materials: C([O-])(O)=O.[Na+] (sodium bicarbonate), FC(C(=O)O)(F)F (Trifluoroacetic acid), C(C)(C)(C)N(C[Si](C)(C)C)COC (N-tert-butyl-N-(methoxymethyl)-N-(trimethylsilylmethyl)amine), FC1=C(C=CC(=C1)F)/C=C/C(=O)OC (methyl (2E)-3-(2,4-difluorophenyl)prop-2-enoate), C(Cl)Cl (methylene chloride). Conditions: time 18 hour. Yields the product Cl.C(C)(C)(C)N1C[C@H]([C@@H](C1)C1=C(C=C(C=C1)F)F)C(=O)O ((3S,4R)-1-tert-butyl-4-(2,4-difluorophenyl)pyrrolidine-3-carboxylic acid hydrochloride salt). As a reaction SMILES: FC(F)(F)C(O)=O.[C:8]([N:12]([CH2:18]OC)[CH2:13][Si](C)(C)C)([CH3:11])([CH3:10])[CH3:9].[F:21][C:22]1[CH:27]=[C:26]([F:28])[CH:25]=[CH:24][C:23]=1/[CH:29]=[CH:30]/[C:31]([O:33]C)=[O:32].C(=O)(O)[O-].[Na+].C(Cl)[Cl:41]>>[ClH:41].[C:8]([N:12]1[CH2:13][C@@H:29]([C:23]2[CH:24]=[CH:25][C:26]([F:28])=[CH:27][C:22]=2[F:21])[C@H:30]([C:31]([OH:33])=[O:32])[CH2:18]1)([CH3:9])([CH3:10])[CH3:11] |f:3.4,6.7|. Procedure: Trifluoroacetic acid (116 μL, 1.51 mmol) was added to a solution of N-tert-butyl-N-(methoxymethyl)-N-(trimethylsilylmethyl)amine from Step B (3.07 g, 15.1 mmol) and methyl (2E)-3-(2,4-difluorophenyl)prop-2-enoate (2.99 g, 15.1 mmol) in methylene chloride (60 mL) at ambient temperature. After 18 h, the reaction mixture was poured into saturated aqueous sodium bicarbonate and extracted three times with methlene chloride. The combined organic extracs were washed with brine, dried (Na2SO4) and conce... The yield is 69.0%. RXN SMILES: [CH2:1]([C:4]1[CH:9]=[CH:8][CH:7]=[C:6]([CH2:10][CH:11]=[CH2:12])[C:5]=1[OH:13])[CH:2]=[CH2:3].[OH-].[Na+].C1(O)C=CC=CC=1.Cl[CH2:24][CH2:25][O:26][CH2:27][CH2:28]Cl>C(O)C.O>[CH2:25]([O:26][CH2:27][CH2:28][O:13][C:5]1[C:4]([CH2:1][CH:2]=[CH2:3])=[CH:9][CH:8]=[CH:7][C:6]=1[CH2:10][CH:11]=[CH2:12])[CH3:24] |f:1.2|. The reactants are ClCCOCCCl (2-chloroethylether), [OH-].[Na+] (Sodium hydroxide), C1(=CC=CC=C1)O (phenol), C(C=C)C1=C(C(=CC=C1)CC=C)O (2,6-Diallylphenol). Procedure: 2,6-Diallylphenol (5.2 g, 0.03 mol) was diluted with 95% ethanol (50 ml). Sodium hydroxide (1.4 gm, 0.03 mol) was added to the phenol solution followed by 2-chloroethylether (3.8 gm, 0.035 mol). The reaction mixture was refluxed for 48 hrs, cooled, diluted with water, extracted with hexane and dried over MgSO4. Filtration of the MgSO4 and evaporation of the hexane gave 5.1 g of 2,6-diallylphenyl ethoxyethyl ether. MS m/z 246 (M+ calcd for C16H22O2=246). H NMR (300 MHz, CDCl3) d 1.30 (3, t, CH3),... Product: C(C)OCCOC1=C(C=CC=C1CC=C)CC=C (2,6-diallylphenyl ethoxyethyl ether). Solvent: C(C)O (ethanol), O (water). Reactants: Cl, [H-], ICI, [Na+], O, CCC(=O)NCCC1CCc2ccc(O)c(O)c21. Yields the product CCC(=O)NCCC1CCc2ccc3c(c21)OCO3. RXN SMILES: [ClH:24].[H-:1].[I:21][CH2:22][I:23].[Na+:2].[OH2:25].[OH:3][c:4]1[cH:5][cH:6][c:7]2[c:11]([c:12]1[OH:13])[CH:10]([CH2:14][CH2:15][NH:16][C:17]([CH2:18][CH3:19])=[O:20])[CH2:9][CH2:8]2>>[O:3]1[c:4]2[cH:5][cH:6][c:7]3[c:11]([c:12]2[O:13][CH2:22]1)[CH:10]([CH2:14][CH2:15][NH:16][C:17]([CH2:18][CH3:19])=[O:20])[CH2:9][CH2:8]3. Reactants: [Br-], COc1cc(NC(=O)c2ccc(Cl)c(Br)c2)cc(OC)c1, CCOC(C)=O, [Zn+]c1ccccn1. Product: COc1cc(NC(=O)c2ccc(Cl)c(-c3ccccn3)c2)cc(OC)c1. Reaction SMILES: [Br-:22].[Br:1][c:2]1[cH:3][c:4]([C:5](=[O:6])[NH:7][c:8]2[cH:9][c:10]([O:16][CH3:17])[cH:11][c:12]([O:14][CH3:15])[cH:13]2)[cH:18][cH:19][c:20]1[Cl:21].[CH3:30][CH2:31][O:32][C:33](=[O:34])[CH3:35].[n:23]1[c:24]([Zn+:29])[cH:25][cH:26][cH:27][cH:28]1>>[c:2]1(-[c:24]2[n:23][cH:28][cH:27][cH:26][cH:25]2)[cH:3][c:4]([C:5](=[O:6])[NH:7][c:8]2[cH:9][c:10]([O:16][CH3:17])[cH:11][c:12]([O:14][CH3:15])[cH:13]2)[cH:18][cH:19][c:20]1[Cl:21]. Conditions: temperature 40 celsius. Procedure: Phosphorus oxychloride (0.26 g.) was added under ice-cooling to dimethylformamide (0.15 g.) and the mixture was warmed at 40° C. for 1 hour. Ethyl acetate (1.5 ml.) was added thereto and to the mixture was at a time added 2-methoxyimino-2-(2-methyl-1,3-thiazol-4-yl)acetic acid (syn isomer) (0.3 g.) with stirring and ice-cooling, after which the resulting mixture was stirred for 20 minutes at 0° to 5° C. On the other hand, bis(trimethylsilyl)acetamide (1.2 g.) was added to a suspension of 7-amino... The yield is 36.6%. The product is CON=C(C(=O)NC1[C@@H]2N(C(=C(CS2)CSC2=NN=NN2C)C(=O)O)C1=O)C=1N=C(SC1)C (7-[2-methoxyimino-2-(2-methyl-1,3-thiazol-4-yl)acetamido]-3-(1-methyl-1H-tetrazol-5-yl)thiomethyl-3-cephem-4-carboxylic acid). Starting materials: P(=O)(Cl)(Cl)Cl (Phosphorus oxychloride), CON=C(C(=O)O)C=1N=C(SC1)C (2-methoxyimino-2-(2-methyl-1,3-thiazol-4-yl)acetic acid), C[Si](C)(C)C(C(=O)N)[Si](C)(C)C (bis(trimethylsilyl)acetamide), NC1[C@@H]2N(C(=C(CS2)CSC2=NN=NN2C)C(=O)O)C1=O (7-amino-3-(1-methyl-1H-tetrazol-5-yl)thiomethyl-3-cephem-4-carboxylic acid), C(C)(=O)[O-] (acetate). RXN SMILES: P(Cl)(Cl)(Cl)=O.[CH3:6][O:7][N:8]=[C:9]([C:13]1[N:14]=[C:15]([CH3:18])[S:16][CH:17]=1)[C:10]([OH:12])=O.C[Si](C([Si](C)(C)C)C(N)=O)(C)C.[NH2:31][CH:32]1[C:50](=[O:51])[N:34]2[C:35]([C:47]([OH:49])=[O:48])=[C:36]([CH2:39][S:40][C:41]3[N:45]([CH3:46])[N:44]=[N:43][N:42]=3)[CH2:37][S:38][C@H:33]12.C([O-])(=O)C>C(OCC)(=O)C.O.CN(C)C=O>[CH3:6][O:7][N:8]=[C:9]([C:13]1[N:14]=[C:15]([CH3:18])[S:16][CH:17]=1)[C:10]([NH:31][CH:32]1[C:50](=[O:51])[N:34]2[C:35]([C:47]([OH:49])=[O:48])=[C:36]([CH2:39][S:40][C:41]3[N:45]([CH3:46])[N:44]=[N:43][N:42]=3)[CH2:37][S:38][C@H:33]12)=[O:12]. The solvent is C(C)(=O)OCC (Ethyl acetate), CN(C=O)C (dimethylformamide), C(C)(=O)OCC (ethyl acetate), C(C)(=O)OCC (ethyl acetate), O (Water). Starting materials: solid, BrC1=CC(=CC=2C(=C3N(C12)CCNC3=O)C)Cl (6-bromo-8-chloro-10-methyl-3,4-dihydro-2H-pyrazino[1,2-a]indol-1-one), BrC1=CC(=CC=2C(=C3N(C12)CCNC3=O)C)Cl (6-bromo-8-chloro-10-methyl-3,4-dihydro-2H-pyrazino[1,2-a]indol-1-one), CC1(OB(OC1(C)C)C=1C=CC(=NC1)N)C (5-(4,4,5,5-tetramethyl-1,3,2-dioxaborolan-2-yl)pyridin-2-amine). The product is NC1=CC=C(C=N1)C1=CC(=CC=2C(=C3N(C12)CCNC3=O)C)Cl (6-(6-Amino-pyridin-3-yl)-8-chloro-10-methyl-3,4-dihydro-2H-pyrazino[1,2-a]indol-1-one). Reaction SMILES: Br[C:2]1[C:10]2[N:9]3[CH2:11][CH2:12][NH:13][C:14](=[O:15])[C:8]3=[C:7]([CH3:16])[C:6]=2[CH:5]=[C:4]([Cl:17])[CH:3]=1.CC1(C)C(C)(C)OB([C:26]2[CH:27]=[CH:28][C:29]([NH2:32])=[N:30][CH:31]=2)O1>>[NH2:32][C:29]1[N:30]=[CH:31][C:26]([C:2]2[C:10]3[N:9]4[CH2:11][CH2:12][NH:13][C:14](=[O:15])[C:8]4=[C:7]([CH3:16])[C:6]=3[CH:5]=[C:4]([Cl:17])[CH:3]=2)=[CH:27][CH:28]=1. Reported procedure: The title compound, white solid (67 mg, 82%), MS (ISP) m/z=327.5 [(M+H)+], mp 250° C., was prepared in accordance with the general method of example 1 from 6-bromo-8-chloro-10-methyl-3,4-dihydro-2H-pyrazino[1,2-a]indol-1-one (intermediate 12) (78.4 mg, 0.25 mmol) and commercially available 5-(4,4,5,5-tetramethyl-1,3,2-dioxaborolan-2-yl)pyridin-2-amine (71.5 mg, 0.325 mmol).